Dataset: the Open Reaction Database (ORD), a public repository of structured organic reaction records. Task: describe an organic reaction: reactants, conditions, products, and yield The reactants are C(C)(C)C1SC(C(N1)C#N)(C)C (2-isopropyl-5,5-dimethylthiazolidine-4-carbonitrile), C#N (hydrogen cyanide), Cl (hydrochloric acid), Cl.C(C)(C)C1SC(C(N1)C(=O)O)(C)C (2-isopropyl-5,5-dimethylthiazolidine-4-carboxylic acid hydrochloride), [Cl-].[NH4+] (ammonium chloride). The product is N[C@@H](C(C)(C)S)C(=O)O (penicillamine). RXN SMILES: C(C1NC(C#N)C(C)(C)S1)(C)C.C#N.Cl.Cl.C(C1[NH:24][CH:23]([C:25]([OH:27])=[O:26])[C:22]([CH3:29])([CH3:28])[S:21]1)(C)C.[Cl-].[NH4+]>>[NH2:24][C@H:23]([C:25]([OH:27])=[O:26])[C:22]([SH:21])([CH3:29])[CH3:28] |f:3.4,5.6|. Procedure: In a process for the production of D,L-penicillamine by the reaction of isobutyraldehyde with sulfur and ammonia to form 2-isopropyl-5,5-dimethylthiazoline-3, conversion of the thiazoline with anhydrous hydrogen cyanide into 2-isopropyl-5,5-dimethylthiazolidine-4-carbonitrile, hydrolysis of the nitrile with hydrochloric acid to 2-isopropyl-5,5-dimethylthiazolidine-4-carboxylic acid hydrochloride and ammonium chloride, working up the mixture and separation of the ammonium chloride and hydrolytica... Reactants: [F-], CCOC(=O)c1ncn2c1CN(C)C(=O)c1cc(F)ccc1-2, [K+], OCC1CC1. Product: CN1Cc2c(C(=O)OCC3CC3)ncn2-c2ccc(F)cc2C1=O. Reaction SMILES: [F-:28].[F:1][c:2]1[cH:3][cH:4][c:5]2[c:6]([cH:22]1)[C:7](=[O:21])[N:8]([CH3:20])[CH2:9][c:10]1[n:11]-2[cH:12][n:13][c:14]1[C:15](=[O:16])[O:17][CH2:18][CH3:19].[K+:29].[OH:23][CH2:24][CH:25]1[CH2:26][CH2:27]1>>[F:1][c:2]1[cH:3][cH:4][c:5]2[c:6]([cH:22]1)[C:7](=[O:21])[N:8]([CH3:20])[CH2:9][c:10]1[n:11]-2[cH:12][n:13][c:14]1[C:15](=[O:16])[O:17][CH2:18][CH:19]1[CH2:24][CH2:25]1. Starting materials: CO, CC(=O)Oc1cccc(OC2CCC2)c1, Cl, [Na+], [OH-]. Product: Oc1cccc(OC2CCC2)c1. Reaction SMILES: [CH3:19][OH:20].[CH:1]1([O:5][c:6]2[cH:7][c:8]([O:12][C:13](=[O:14])[CH3:15])[cH:9][cH:10][cH:11]2)[CH2:2][CH2:3][CH2:4]1.[ClH:18].[Na+:17].[OH-:16]>>[CH:1]1([O:5][c:6]2[cH:7][c:8]([OH:12])[cH:9][cH:10][cH:11]2)[CH2:2][CH2:3][CH2:4]1. The reactants are [Al+3], O=C=Nc1ccccc1Cc1ccccc1, Cc1ccccc1C, [Cl-], [Cl-], [Cl-]. Product: O=C1Nc2ccccc2Cc2ccccc21. Reaction SMILES: [Al+3:2].[CH2:5]([c:6]1[cH:7][cH:8][cH:9][cH:10][cH:11]1)[c:12]1[c:13]([N:18]=[C:19]=[O:20])[cH:14][cH:15][cH:16][cH:17]1.[CH3:21][c:22]1[c:23]([CH3:24])[cH:25][cH:26][cH:27][cH:28]1.[Cl-:1].[Cl-:3].[Cl-:4]>>[CH2:5]1[c:6]2[cH:7][cH:8][cH:9][cH:10][c:11]2[C:19](=[O:20])[NH:18][c:13]2[c:12]1[cH:17][cH:16][cH:15][cH:14]2. The reactants are C12(CC3CC(CC(C1)C3)C2)CO (1-adamantanemethanol), C(#N)C=1NC(=CC1)C (2-cyano-5-methylpyrrole), CC1=NNC(=C1B1OC(C(O1)(C)C)(C)C)C (3,5-dimethyl-4-(4,4,5,5-tetramethyl-1,3,2-dioxaborolan-2-yl)-1H-pyrazole). Yields the product CC1=CC=C(N1CC12OC3(CC(CC(C1)C3)C2)C)C#N (5-methyl-1-(3-methyl-2-oxa-tricyclo[3.3.1.13,7]dec-1-ylmethyl)-1H-pyrrole-2-carbonitrile). As a reaction SMILES: [C:1]12([CH2:11]O)[CH2:10][CH:5]3[CH2:6][CH:7]([CH2:9][CH:3]([CH2:4]3)[CH2:2]1)[CH2:8]2.[C:13]([C:15]1[NH:16][C:17]([CH3:20])=[CH:18][CH:19]=1)#[N:14].CC1C(B2OC(C)(C)C(C)(C)[O:28]2)=C(C)NN=1>>[CH3:20][C:17]1[N:16]([CH2:11][C:1]23[CH2:8][CH:7]4[CH2:6][CH:5]([CH2:4][C:3]([CH3:2])([CH2:9]4)[O:28]2)[CH2:10]3)[C:15]([C:13]#[N:14])=[CH:19][CH:18]=1. Procedure details: The title compound was prepared by substituting 1-hydroxymethyl-3-methyl-2-oxadamantane for 1-adamantanemethanol and 2-cyano-5-methylpyrrole for 3,5-dimethyl-4-(4,4,5,5-tetramethyl-1,3,2-dioxaborolan-2-yl)-1H-pyrazole in EXAMPLE 2A. Reactants: C(C)(C)(C)OC(=O)N[C@H](C(=O)O)CC1=CC(=CC(=C1)F)F ((2S)-2-[(tert-butoxycarbonyl)amino]-3-(3,5-difluorophenyl)propanoic acid). Run in O1CCCC1 (tetrahydrofuran), O1CCCC1 (tetrahydrofuran). Reaction conditions: time 3 hour. The product is C(C)(C)(C)OC(N[C@H](CO)CC1=CC(=CC(=C1)F)F)=O (tert-butyl[(1S)-1-(3,5-difluorobenzyl)-2-hydroxyethyl]carbamate). As a reaction SMILES: [C:1]([O:5][C:6]([NH:8][C@@H:9]([CH2:13][C:14]1[CH:19]=[C:18]([F:20])[CH:17]=[C:16]([F:21])[CH:15]=1)[C:10](O)=[O:11])=[O:7])([CH3:4])([CH3:3])[CH3:2]>O1CCCC1>[C:1]([O:5][C:6](=[O:7])[NH:8][C@@H:9]([CH2:13][C:14]1[CH:19]=[C:18]([F:20])[CH:17]=[C:16]([F:21])[CH:15]=1)[CH2:10][OH:11])([CH3:4])([CH3:2])[CH3:3]. Reported procedure: To a solution of (2S)-2-[(tert-butoxycarbonyl)amino]-3-(3,5-difluorophenyl)propanoic acid [Aldrich] (3.00 g, 9.96 mmol) in tetrahydrofuran (30 mL) at 0° C. was added 1.0 M borane-THF complex in tetrahydrofuran (32 mL, 32 mmol). The reaction mixture was stirred at room temperature for 3 hrs, and then cooled with an ice bath, quenched with AcOH:MeOH (1:5, 10 mL), and partitioned between saturated aqueous NaHCO3 solution and dichloromethane (DCM). The aqueous phase was then extracted several times ... Reactants: C1CCOC1, CCOC(=O)c1ccc(Oc2cc(OC(C)CO)cc(C(=O)Nc3ccn(C)n3)c2)c(F)c1, [Li+], [OH-], O, O. The product is CC(CO)Oc1cc(Oc2ccc(C(=O)O)cc2F)cc(C(=O)Nc2ccn(C)n2)c1. RXN SMILES: [CH2:37]1[O:38][CH2:39][CH2:40][CH2:41]1.[F:1][c:2]1[cH:3][c:4]([C:5](=[O:6])[O:7][CH2:8][CH3:9])[cH:10][cH:11][c:12]1[O:13][c:14]1[cH:15][c:16]([O:29][CH:30]([CH2:31][OH:32])[CH3:33])[cH:17][c:18]([C:20](=[O:21])[NH:22][c:23]2[n:24][n:25]([CH3:28])[cH:26][cH:27]2)[cH:19]1.[Li+:36].[OH-:35].[OH2:34].[OH2:42]>>[F:1][c:2]1[cH:3][c:4]([C:5](=[O:6])[OH:7])[cH:10][cH:11][c:12]1[O:13][c:14]1[cH:15][c:16]([O:29][CH:30]([CH2:31][OH:32])[CH3:33])[cH:17][c:18]([C:20](=[O:21])[NH:22][c:23]2[n:24][n:25]([CH3:28])[cH:26][cH:27]2)[cH:19]1. Reactants: CC1=C(N=C(O1)C1=CC=CC=C1)CCBr (2-(5-methyl-2-phenyloxazol-4-yl)ethylbromide), methyl ester, C([O-])([O-])=O.[K+].[K+] (potassium carbonate), SC=1C=C(C=CC1)CC(=O)O (3-mercaptophenylacetic acid), ice water. Solvent: C(C)#N (acetonitrile). Conditions: time 1 hour. The product is CC1=C(N=C(O1)C1=CC=CC=C1)CCSC=1C=C(C=CC1)CC(=O)O (2-(3-(2-(5-methyl-2-phenyloxazol-4-yl)ethylthio)phenyl)acetic acid). Reaction SMILES: [CH3:1][C:2]1[O:6][C:5]([C:7]2[CH:12]=[CH:11][CH:10]=[CH:9][CH:8]=2)=[N:4][C:3]=1[CH2:13][CH2:14]Br.[SH:16][C:17]1[CH:18]=[C:19]([CH2:23][C:24]([OH:26])=[O:25])[CH:20]=[CH:21][CH:22]=1.C(=O)([O-])[O-].[K+].[K+]>C(#N)C>[CH3:1][C:2]1[O:6][C:5]([C:7]2[CH:12]=[CH:11][CH:10]=[CH:9][CH:8]=2)=[N:4][C:3]=1[CH2:13][CH2:14][S:16][C:17]1[CH:18]=[C:19]([CH2:23][C:24]([OH:26])=[O:25])[CH:20]=[CH:21][CH:22]=1 |f:2.3.4|. Procedure details: 2-(5-methyl-2-phenyloxazol-4-yl)ethylbromide (136 mg) and 3-mercaptophenylacetic acid.methyl ester (78 mg) were dissolved in acetonitrile (5 ml) and thereto was added potassium carbonate and the mixture was stirred at room temperature for 1 hour. The reaction mixture was poured into ice water and the mixture was extracted with ether. The extract was washed with an aqueous solution of sodium hydroxide, water and a saturated aqueous solution of sodium chloride, successively, dried over anhydrous m... The reactants are C[Si](C)(C)[N-][Si](C)(C)C.[Li+] (lithium bis(trimethylsilyl)amide), C1(=CC=CC=C1)COC1=CC(=C(C=C1)CBr)C(F)(F)F (4-(bromomethyl)-3-(trifluoromethyl)phenyl phenylmethyl ether), FC1=C(C(=O)NC2=NNC=C2)C(=CC=C1)F (2,6-difluoro-N-(1H-pyrazol-3-yl)benzamide), FC1=C(C(=O)NC2=NNC=C2)C(=CC=C1)F (2,6-difluoro-N-1H-pyrazol-3-ylbenzamide). The solvent is C1CCOC1 (THF), C1CCOC1 (THF), C1CCOC1 (THF). Reaction conditions: time 20 minute. Yields the product FC1=C(C(=O)NC2=NN(C=C2)CC2=C(C=C(C=C2)OCC2=CC=CC=C2)C(F)(F)F)C(=CC=C1)F (2,6-Difluoro-N-(1-{[4-[(phenylmethyl)oxy]-2-(trifluoromethyl)phenyl]methyl}-1H-pyrazol-3-yl)benzamide). RXN SMILES: [F:1][C:2]1[CH:15]=[CH:14][CH:13]=[C:12]([F:16])[C:3]=1[C:4]([NH:6][C:7]1[CH:11]=[CH:10][NH:9][N:8]=1)=[O:5].C[Si]([N-][Si](C)(C)C)(C)C.[Li+].[C:27]1([CH2:33][O:34][C:35]2[CH:40]=[CH:39][C:38]([CH2:41]Br)=[C:37]([C:43]([F:46])([F:45])[F:44])[CH:36]=2)[CH:32]=[CH:31][CH:30]=[CH:29][CH:28]=1>C1COCC1>[F:1][C:2]1[CH:15]=[CH:14][CH:13]=[C:12]([F:16])[C:3]=1[C:4]([NH:6][C:7]1[CH:11]=[CH:10][N:9]([CH2:41][C:38]2[CH:39]=[CH:40][C:35]([O:34][CH2:33][C:27]3[CH:32]=[CH:31][CH:30]=[CH:29][CH:28]=3)=[CH:36][C:37]=2[C:43]([F:44])([F:45])[F:46])[N:8]=1)=[O:5] |f:1.2|. Procedure: To a solution of 2,6-difluoro-N-(1H-pyrazol-3-yl)benzamide (for a preparation see Intermediate 9)(1.05 g, 4.70 mmol) in anhydrous THF (30 ml) was added 1.0 M lithium bis(trimethylsilyl)amide in THF (4.7 ml, 4.70 mmol) at ambient temperature under nitrogen. The solution was stirred at ambient temperature for 20 min. To the solution was added a solution of 4-(bromomethyl)-3-(trifluoromethyl)phenyl phenylmethyl ether (1.47 g, 4.26 mmol) in THF (15 ml). The mixture was stirred overnight. The solvent... The reactants are BrCCCCCCCCCC(CO)O (11-Bromoundecan-1,2-diol). Solvent: COC(C)(C)OC (2,2-dimethoxypropane). Conditions: time 19 hour. Product: [CH2-]C(=O)C.BrCCCCCCCCCC(CO)O (11-bromoundecan-1,2-diol acetonide). Isolated yield 79.0%. As a reaction SMILES: [Br:1][CH2:2][CH2:3][CH2:4][CH2:5][CH2:6][CH2:7][CH2:8][CH2:9][CH2:10][CH:11]([OH:14])[CH2:12][OH:13]>COC(OC)(C)C>[CH2-:10][C:11]([CH3:12])=[O:14].[Br:1][CH2:2][CH2:3][CH2:4][CH2:5][CH2:6][CH2:7][CH2:8][CH2:9][CH2:10][CH:11]([OH:14])[CH2:12][OH:13] |f:2.3|. Procedure details: 11-Bromoundecan-1,2-diol (2.65 g) was dissolved in 2,2-dimethoxypropane (10 mL) and acetone (20 mL) which had been dried over anhydrous K2CO3 for 1 hour. Toluene sulfonic acid (0.18 g) was added and the reaction stirred at room temperature for 19 hours. Solid K2CO3 was added and the mixture was stirred for 30 minutes. The solid was filtered off and the solvent evaporated. The product (11-bromoundecan-1,2-diol acetonide) was isolated in 79% yield (2.42 g) by flash chromatography on Sio2 with CH2C...